This data is from the Open Reaction Database (ORD), a public repository of structured organic reaction records. The task is: describe an organic reaction: reactants, conditions, products, and yield The reactants are COCCOC, Nc1ncc(Cl)nc1Cl, [H-], [Na+], O=C(O)CC(O)(CC(=O)O)C(=O)O, OCc1cccnc1. Yields the product Nc1ncc(Cl)nc1OCc1cccnc1. Reaction SMILES: [CH3:33][O:34][CH2:35][CH2:36][O:37][CH3:38].[Cl:1][c:2]1[c:3]([NH2:9])[n:4][cH:5][c:6]([Cl:8])[n:7]1.[H-:18].[Na+:19].[OH:20][C:21]([CH2:22][C:23]([C:24](=[O:25])[OH:26])([CH2:27][C:28](=[O:29])[OH:30])[OH:31])=[O:32].[n:10]1[cH:11][c:12]([CH2:16][OH:17])[cH:13][cH:14][cH:15]1>>[c:2]1([O:17][CH2:16][c:12]2[cH:11][n:10][cH:15][cH:14][cH:13]2)[c:3]([NH2:9])[n:4][cH:5][c:6]([Cl:8])[n:7]1. The reactants are ClC1=C(C=C(C=C1)[N+](=O)[O-])N=C(Cl)Cl ((2-Chloro-5-nitrophenyl)carbonimidic dichloride), C(CCN)N (1,3-propanediamine). The solvent is O1CCCC1 (tetrahydrofuran), O1CCCC1 (tetrahydrofuran). Run at temperature 7.5 celsius, time 2 hour. Product: ClC1=C(N=C2NCCCN2)C=C(C=C1)[N+](=O)[O-] (2-Chloro-5-nitro-N-(tetrahydropyrimidin-2(1H)-ylidene)aniline). Isolated yield 98.1%. RXN SMILES: [Cl:1][C:2]1[CH:7]=[CH:6][C:5]([N+:8]([O-:10])=[O:9])=[CH:4][C:3]=1[N:11]=[C:12](Cl)Cl.[CH2:15]([NH2:19])[CH2:16][CH2:17][NH2:18]>O1CCCC1>[Cl:1][C:2]1[CH:7]=[CH:6][C:5]([N+:8]([O-:10])=[O:9])=[CH:4][C:3]=1[N:11]=[C:12]1[NH:19][CH2:15][CH2:16][CH2:17][NH:18]1. Reported procedure: (2-Chloro-5-nitrophenyl)carbonimidic dichloride (35.5 g, 140 mmol) was dissolved in tetrahydrofuran (135 mL). The solution was added dropwise within 30 min to a solution of 1,3-propanediamine (58 mL, 700 mmol) in tetrahydrofuran (335 mL) which was kept at 5-10° C. The reaction mixture was stirred for 1 h at 5-10° C. another 2 hr at room temperature. The suspension was filtered, and washed with tetrahydrofuran. The filtrate was concentrated in vacuo. The residue was taken up in water, filtered, a... Reactants: CCNC(=O)Nc1nc2ccc(Br)c(O)c2s1, BrCc1ccccc1, O=C([O-])[O-], CO, [K+], [K+], CN(C)C=O. The product is CCNC(=O)Nc1nc2ccc(Br)c(OCc3ccccc3)c2s1. As a reaction SMILES: [Br:1][c:2]1[c:3]([OH:17])[c:4]2[c:5]([n:6][c:7]([NH:9][C:10](=[O:11])[NH:12][CH2:13][CH3:14])[s:8]2)[cH:15][cH:16]1.[Br:24][CH2:25][c:26]1[cH:27][cH:28][cH:29][cH:30][cH:31]1.[C:18](=[O:19])([O-:20])[O-:21].[CH3:32][OH:33].[K+:22].[K+:23].[O:34]=[CH:35][N:36]([CH3:37])[CH3:38]>>[Br:1][c:2]1[c:3]([O:17][CH2:25][c:26]2[cH:27][cH:28][cH:29][cH:30][cH:31]2)[c:4]2[c:5]([n:6][c:7]([NH:9][C:10](=[O:11])[NH:12][CH2:13][CH3:14])[s:8]2)[cH:15][cH:16]1. The reactants are C(C)(C)C=1N=C(SC1)C=1N=C(C2=CC=C(C=C2C1)OC)OC1CN2C(N(CCCCC=CC3CC3(NC(C2C1)=O)C(=O)O)C)=O (17-[3-(4-isopropylthiazol-2-yl)-6-methoxyisoquinolin-1-yloxy]-13-methyl-2,14-dioxo-3,13,15-triaza-tricyclo[13.3.0.04,6]octadec-7-ene-4-carboxylic acid), ClC=1N=C(C2=CC=C(C=C2C1)OC)OC1CN2C(N(CCCCC=CC3CC3(NC(C2C1)=O)C(=O)NS(=O)(=O)C1CC1)C)=O (N-[17-(3-chloro-6-methoxyisoquinolin-1-yloxy)-13-methyl-2,14-dioxo-3,13,15-triaza-tricyclo[13.3.0.04,6]octadec-7-ene-4-carbonyl](cyclopropyl) sulfonamide). Product: C(C)(C)C=1N=C(SC1)C=1N=C(C2=CC=C(C=C2C1)OC)OC1CN2C(N(CCCCC=CC3CC3(NC(C2C1)=O)C(=O)NS(=O)(=O)C1CC1)C)=O (N-[17-[3-(4-isopropylthiazol-2-yl)-6-methoxyisoquinolin-1-yloxy]-13-methyl-2,14-dioxo-3,13,15-triaza-tricyclo[13.3.0.04,6]octadec-7-ene-4-carbonyl](cyclopropyl)sulfonamide). Reaction SMILES: [CH:1]([C:4]1[N:5]=[C:6]([C:9]2[N:10]=[C:11]([O:21][CH:22]3[CH2:39][CH:38]4[N:24]([C:25](=[O:45])[N:26]([CH3:44])[CH2:27][CH2:28][CH2:29][CH2:30][CH:31]=[CH:32][CH:33]5[C:35]([C:41]([OH:43])=O)([NH:36][C:37]4=[O:40])[CH2:34]5)[CH2:23]3)[C:12]3[C:17]([CH:18]=2)=[CH:16][C:15]([O:19][CH3:20])=[CH:14][CH:13]=3)[S:7][CH:8]=1)([CH3:3])[CH3:2].ClC1N=C(OC2CC3N(C(=O)N(C)CCCCC=CC4C(C([NH:81][S:82]([CH:85]5[CH2:87][CH2:86]5)(=[O:84])=[O:83])=O)(NC3=O)C4)C2)C2C(C=1)=CC(OC)=CC=2>>[CH:1]([C:4]1[N:5]=[C:6]([C:9]2[N:10]=[C:11]([O:21][CH:22]3[CH2:39][CH:38]4[N:24]([C:25](=[O:45])[N:26]([CH3:44])[CH2:27][CH2:28][CH2:29][CH2:30][CH:31]=[CH:32][CH:33]5[C:35]([C:41]([NH:81][S:82]([CH:85]6[CH2:87][CH2:86]6)(=[O:84])=[O:83])=[O:43])([NH:36][C:37]4=[O:40])[CH2:34]5)[CH2:23]3)[C:12]3[C:17]([CH:18]=2)=[CH:16][C:15]([O:19][CH3:20])=[CH:14][CH:13]=3)[S:7][CH:8]=1)([CH3:3])[CH3:2]. Reported procedure: The title product 70 was prepared from 17-[3-(4-isopropylthiazol-2-yl)-6-methoxyisoquinolin-1-yloxy]-13-methyl-2,14-dioxo-3,13,15-triaza-tricyclo[13.3.0.04,6]octadec-7-ene-4-carboxylic acid (69) following the same procedures described for the preparation of N-[17-(3-chloro-6-methoxyisoquinolin-1-yloxy)-13-methyl-2,14-dioxo-3,13,15-triaza-tricyclo[13.3.0.04,6]octadec-7-ene-4-carbonyl](cyclopropyl)sulfonamide (43, Example 11): m/z=737 (M+H)+.